Task: describe an organic reaction: reactants, conditions, products, and yield. Dataset: the Open Reaction Database (ORD), a public repository of structured organic reaction records Starting materials: Fc1ccc(CBr)cc1Oc1ccccc1, CO, [Na+], [Na+], O=S([O-])[O-]. The product is O=S(=O)([O-])Cc1ccc(F)c(Oc2ccccc2)c1, [Na+]. Reaction SMILES: [Br:1][CH2:2][c:3]1[cH:4][c:5]([O:10][c:11]2[cH:12][cH:13][cH:14][cH:15][cH:16]2)[c:6]([F:9])[cH:7][cH:8]1.[CH3:23][OH:24].[Na+:21].[Na+:22].[S:17](=[O:18])([O-:19])[O-:20]>>[CH2:2]([c:3]1[cH:4][c:5]([O:10][c:11]2[cH:12][cH:13][cH:14][cH:15][cH:16]2)[c:6]([F:9])[cH:7][cH:8]1)[S:17](=[O:18])(=[O:19])[O-:20].[Na+:21]. Reactants: FC=1C=C(C=CC1F)N/C(=C/C(=O)C1=CC2=C(OCCO2)C=C1)/SC ((2Z)-3-[(3,4-difluorophenyl)amino]-1-(2,3-dihydro-1,4-benzodioxin-6-yl)-3-(methylthio)-2-propen-1-one), C(C)OC(CNN)=O (2-hydrazinyl-acetic acid ethyl ester), Cl (monohydrochloride), C(=O)([O-])[O-].[K+].[K+] (K2CO3). The solvent is CC(C)(C)O (t-BuOH). Yields the product C(C)OC(CN1N=C(C=C1C1=CC2=C(OCCO2)C=C1)NC1=CC(=C(C=C1)F)F)=O (3-[(3,4-difluorophenyl)amino]-5-(2,3-dihydro-1,4-benzodioxin-6-yl)-1H-pyrazole-1-acetic acid ethyl ester). Reaction SMILES: [F:1][C:2]1[CH:3]=[C:4]([NH:9]/[C:10](/SC)=[CH:11]/[C:12]([C:14]2[CH:23]=[CH:22][C:17]3[O:18][CH2:19][CH2:20][O:21][C:16]=3[CH:15]=2)=O)[CH:5]=[CH:6][C:7]=1[F:8].[CH2:26]([O:28][C:29](=[O:33])[CH2:30][NH:31][NH2:32])[CH3:27].Cl.C([O-])([O-])=O.[K+].[K+]>CC(O)(C)C>[CH2:26]([O:28][C:29](=[O:33])[CH2:30][N:31]1[C:12]([C:14]2[CH:23]=[CH:22][C:17]3[O:18][CH2:19][CH2:20][O:21][C:16]=3[CH:15]=2)=[CH:11][C:10]([NH:9][C:4]2[CH:5]=[CH:6][C:7]([F:8])=[C:2]([F:1])[CH:3]=2)=[N:32]1)[CH3:27] |f:3.4.5|. Procedure: A mixture of D16 (0.00138 mol), 2-hydrazinyl-acetic acid ethyl ester.monohydrochloride (1:1) (0.00276 mol) and K2CO3 (0.00206 mol) in t-BuOH (100 ml) was stirred at 85° C. overnight in a sealed reaction vessel. The reaction mixture was cooled, filtered and the filtrate's solvent evaporated in vacuo. Yield: 0.55 g of E10 (96.5%). The reactants are IC1=CC=C(C(=O)NN)C=C1 (4-iodobenzoylhydrazine), CN1C(CCC1)=O (N-methyl-2-pyrrolidone), mixed solution, CN1C(CCC1)=O (N-methyl-2-pyrrolidone), C(C1=CC=CC=C1)(=O)Cl (benzoyl chloride). Solvent: O (water), O (water). Run at time 10 minute. Yields the product C(C1=CC=CC=C1)(=O)NNC(C1=CC=C(C=C1)I)=O (1-benzoyl-2-(4-iodobenzoyl)hydrazine). The yield is 95.8%. As a reaction SMILES: [I:1][C:2]1[CH:11]=[CH:10][C:5]([C:6]([NH:8][NH2:9])=[O:7])=[CH:4][CH:3]=1.CN1CCCC1=O.[C:19](Cl)(=[O:26])[C:20]1[CH:25]=[CH:24][CH:23]=[CH:22][CH:21]=1>O>[C:19]([NH:9][NH:8][C:6](=[O:7])[C:5]1[CH:10]=[CH:11][C:2]([I:1])=[CH:3][CH:4]=1)(=[O:26])[C:20]1[CH:25]=[CH:24][CH:23]=[CH:22][CH:21]=1. Procedure: Into a 300 mL three-neck flask was put 15 g (57 mmol) of 4-iodobenzoylhydrazine, 15 mL of N-methyl-2-pyrrolidone (NMP) was added thereto, and the mixture was stirred for 10 minutes at a room temperature. After the stirring, 50 mL of a mixed solution of 5 mL of N-methyl-2-pyrrolidone and 7.9 mL (69 mmol) of benzoyl chloride was dripped into the solution through a dropping funnel, and the solution was stirred at a room temperature for 18 hours. After the stirring, water was added into the solution... Reactants: NC1=C(C=NN1C(CCCC1=CC=CC=C1)C(C)O)C(=O)N (5-amino-1-[1-(1-hydroxy-ethyl)-4-phenyl-butyl]-1H-pyrazol-4-carboxamide), COC=1C=C(C=CC1OC)CC(=O)Cl (3,4-dimethoxyphenylacetylchloride). Yields the product COC=1C=C(CC=2NC(C3=C(N2)N(N=C3)C(CCCC3=CC=CC=C3)C(C)O)=O)C=CC1OC (6-(3,4-Dimethoxy-benzyl)-1-[1-(1-hydroxy-ethyl)-4-phenyl-butyl]-1,5-dihydro-pyrazolo-[3,4-d]pyrimidin-4-one). Reaction SMILES: [NH2:1][C:2]1[N:6]([CH:7]([CH:17]([OH:19])[CH3:18])[CH2:8][CH2:9][CH2:10][C:11]2[CH:16]=[CH:15][CH:14]=[CH:13][CH:12]=2)[N:5]=[CH:4][C:3]=1[C:20]([NH2:22])=[O:21].[CH3:23][O:24][C:25]1[CH:26]=[C:27]([CH2:33][C:34](Cl)=O)[CH:28]=[CH:29][C:30]=1[O:31][CH3:32]>>[CH3:23][O:24][C:25]1[CH:26]=[C:27]([CH:28]=[CH:29][C:30]=1[O:31][CH3:32])[CH2:33][C:34]1[NH:22][C:20](=[O:21])[C:3]2[CH:4]=[N:5][N:6]([CH:7]([CH:17]([OH:19])[CH3:18])[CH2:8][CH2:9][CH2:10][C:11]3[CH:12]=[CH:13][CH:14]=[CH:15][CH:16]=3)[C:2]=2[N:1]=1. Reported procedure: Starting from 400 mg (1.32 mmol) of 5-amino-1-[1-(1-hydroxy-ethyl)-4-phenyl-butyl]-1H-pyrazol-4-carboxamide and 711 mg (3.32 mmol) of 3,4-dimethoxyphenylacetylchloride, the title compound is obtained analogously to the protocol of Example 13. Reactants: [H-].[Al+3].[Li+].[H-].[H-].[H-] (Lithium aluminum hydride), C(#N)C(C1(CCCCC1)O)C1=CC=C(C=C1)Cl (1-[cyano(p-chlorophenyl)methyl]cyclohexanol), S(O)(O)(=O)=O (sulphuric acid), [OH-].[Na+] (sodium hydroxide). Run in O1CCCC1 (tetrahydrofuran), O1CCCC1.O (tetrahydrofuran water), ice. Reaction conditions: time 1 hour. Product: NCC(C1=CC=C(C=C1)Cl)C1(CCCCC1)O (1-[2-amino-1-(4-chlorophenyl)ethyl]cyclohexanol). Reaction SMILES: [H-].[Al+3].[Li+].[H-].[H-].[H-].S(=O)(=O)(O)O.[C:12]([CH:14]([C:22]1[CH:27]=[CH:26][C:25]([Cl:28])=[CH:24][CH:23]=1)[C:15]1([OH:21])[CH2:20][CH2:19][CH2:18][CH2:17][CH2:16]1)#[N:13].[OH-].[Na+]>O1CCCC1.O1CCCC1.O>[NH2:13][CH2:12][CH:14]([C:15]1([OH:21])[CH2:16][CH2:17][CH2:18][CH2:19][CH2:20]1)[C:22]1[CH:23]=[CH:24][C:25]([Cl:28])=[CH:26][CH:27]=1 |f:0.1.2.3.4.5,8.9,11.12|. Procedure: Lithium aluminum hydride (3.5 g) was suspended in ice cold tetrahydrofuran (125 ml) and concentrated sulphuric acid (2.5 ml) added cautiously, with stirring. After one hour, 1-[cyano(p-chlorophenyl)methyl]cyclohexanol (15 g, 0.06 mole) was dissolved in tetrahydrofuran (100 ml) and added rapidly dropwise with vigorous stirring and cooling. After a further two hours, a tetrahydrofuran-water mixture (1:1; 30 ml) was added followed by 10% sodium hydroxide solution (50 ml). The tetrahydrofuran was de... Starting materials: CC1(C=2C=CC(=CC2C(C(C1)=O)(C)C)/C(=C/C1=CC=C(C(=O)OCC)C=C1)/C)C (ethyl (E)-4-[2-(5,6,7,8-tetrahydro-5,5,8,8-tetramethyl-7-oxonaphth-2-yl)-1-propenyl]-benzoate), [OH-].[K+] (potassium hydroxide), Cl (hydrochloric acid). The solvent is C(C)O (ethanol), O (water), O (water). Product: CC1(C=2C=CC(=CC2C(C(C1)=O)(C)C)/C(=C/C1=CC=C(C(=O)O)C=C1)/C)C ((E)-4-[2-(5,6,7,8-Tetrahydro-5,5,8,8-tetramethyl-7-oxo-naphth-2-yl)-1-propenyl]-benzoic acid). Isolated yield 70.0%. As a reaction SMILES: [CH3:1][C:2]1([CH3:29])[CH2:11][C:10](=[O:12])[C:9]([CH3:14])([CH3:13])[C:8]2[CH:7]=[C:6](/[C:15](/[CH3:28])=[CH:16]/[C:17]3[CH:27]=[CH:26][C:20]([C:21]([O:23]CC)=[O:22])=[CH:19][CH:18]=3)[CH:5]=[CH:4][C:3]1=2.[OH-].[K+].Cl>C(O)C.O>[CH3:1][C:2]1([CH3:29])[CH2:11][C:10](=[O:12])[C:9]([CH3:13])([CH3:14])[C:8]2[CH:7]=[C:6](/[C:15](/[CH3:28])=[CH:16]/[C:17]3[CH:18]=[CH:19][C:20]([C:21]([OH:23])=[O:22])=[CH:26][CH:27]=3)[CH:5]=[CH:4][C:3]1=2 |f:1.2|. Procedure details: 2 g of ethyl (E)-4-[2-(5,6,7,8-tetrahydro-5,5,8,8-tetramethyl-7-oxonaphth-2-yl)-1-propenyl]-benzoate are stirred with 0.7 g of potassium hydroxide in a mixture of 25 ml of ethanol and 1.5 ml of water for 3 hours at 80° C. The entire reaction mass is introduced into 100 ml of water, after which the mixture is acidified with 2 N hydrochloric acid, and the resulting precipitate is filtered off, washed with cold methanol and dried to give 1.3 g of the title compound of melting point 260°-261° C.